Dataset: the Open Reaction Database (ORD), a public repository of structured organic reaction records. Task: describe an organic reaction: reactants, conditions, products, and yield The reactants are C(C)N(C1=C(C=C(C(=C1)OC)OC)C=1C=C2CC[C@H](CC2=CC1)OC(C(C)(C)C)=O)C(C1=CC=C(C=C1)O)=O (pivalic acid (R)-6-{2-[ethyl(4-hydroxybenzoyl)amino]-4,5-dimethoxyphenyl}tetrahydronaphthalen-2-yl ester), ClCC(=O)N(CC)CC (2-chloro-N,N-diethylacetamide). Product: C(C)N(CCOC1=CC=C(CCCNC2=C(C=C(C(=C2)OC)OC)[C@H]2CC=3C=CC(=CC3CC2)O)C=C1)CC ((R)-6-{2-{[4-(2-Diethylaminoethoxy)benzyl]ethylamino}-4,5-dimethoxyphenyl}-5,6,7,8-tetrahydronaphthalen-2-ol). Yield: 89.8%. RXN SMILES: C([N:3]([C:31](=O)[C:32]1[CH:37]=[CH:36][C:35](O)=[CH:34]C=1)[C:4]1[CH:9]=[C:8]([O:10][CH3:11])[C:7]([O:12][CH3:13])=[CH:6][C:5]=1[C:14]1[CH:15]=[C:16]2[C:21](=[CH:22][CH:23]=1)[CH2:20][C@H:19]([O:24]C(=O)C(C)(C)C)[CH2:18][CH2:17]2)C.Cl[CH2:41][C:42]([N:44]([CH2:47][CH3:48])[CH2:45][CH3:46])=O>>[CH2:45]([N:44]([CH2:47][CH3:48])[CH2:42][CH2:41][O:10][C:8]1[CH:7]=[CH:6][C:36]([CH2:37][CH2:32][CH2:31][NH:3][C:4]2[CH:9]=[C:8]([O:10][CH3:11])[C:7]([O:12][CH3:13])=[CH:6][C:5]=2[C@@H:14]2[CH2:23][CH2:22][C:21]3[CH:20]=[C:19]([OH:24])[CH:18]=[CH:17][C:16]=3[CH2:15]2)=[CH:35][CH:34]=1)[CH3:46]. Procedure: Synthesized from pivalic acid (R)-6-{2-[ethyl(4-hydroxybenzoyl)amino]-4,5-dimethoxyphenyl}tetrahydronaphthalen-2-yl ester (16 mg) and 2-chloro-N,N-diethylacetamide (8.1 mg) according to an analogous synthetic method to Example 404 and purified by LC-MS, the title compound (7.2 mg) was obtained. The reactants are CCCBr, [Cl-], [H-], [NH4+], [Na+], C1COCCOCCOCCOCCOCCO1, C1CCOC1, O=Cc1c[nH]cn1. Yields the product CCCn1cnc(C=O)c1. Reaction SMILES: [CH2:10]([CH2:11][CH3:12])[Br:13].[Cl-:32].[H-:8].[NH4+:33].[Na+:9].[O:14]1[CH2:15][CH2:16][O:17][CH2:18][CH2:19][O:20][CH2:21][CH2:22][O:23][CH2:24][CH2:25][O:26][CH2:27][CH2:28][O:29][CH2:30][CH2:31]1.[O:34]1[CH2:35][CH2:36][CH2:37][CH2:38]1.[nH:1]1[cH:2][n:3][c:4]([CH:6]=[O:7])[cH:5]1>>[n:1]1([CH2:10][CH2:11][CH3:12])[cH:2][n:3][c:4]([CH:6]=[O:7])[cH:5]1.